From a dataset of the Open Reaction Database (ORD), a public repository of structured organic reaction records. describe an organic reaction: reactants, conditions, products, and yield Starting materials: [Na].CC=1C(=NC=CC1OCCC1(OCCO1)CCC)CS(=O)C1=NC2=C(N1)C=CC=C2 (2-(((3-methyl-4-(2-(2-propyl-1,3-dioxolan-2-yl)ethoxy)pyridin-2-yl)methyl)sulfinyl)-1H-benzimidazole sodium salt), ClC1=C(C(=[N+](C=C1)[O-])C)C (4-chloro-2,3-dimethylpyridine 1-oxide), C(C)C1(OCCCO1)CO ((2-ethyl-1,3-dioxan-2-yl)methanol). Yields the product [Na].C(C)C1(OCCCO1)COC1=C(C(=NC=C1)CS(=O)C1=NC2=C(N1)C=CC=C2)C (2-(((4-((2-ethyl-1,3-dioxan-2-yl)methoxy)-3-methylpyridin-2-yl)methyl)sulfinyl)-1H-benzimidazole sodium salt). Yield: 9.6%. Reaction SMILES: [Na:1].[CH3:2][C:3]1[C:4]([CH2:20][S:21]([C:23]2[NH:27][C:26]3[CH:28]=[CH:29][CH:30]=[CH:31][C:25]=3[N:24]=2)=[O:22])=[N:5][CH:6]=[CH:7][C:8]=1OCCC1(CCC)OCCO1.ClC1C=C[N+]([O-])=C(C)C=1C.[CH2:42]([C:44]1([CH2:50][OH:51])[O:49][CH2:48][CH2:47][CH2:46][O:45]1)[CH3:43]>>[Na:1].[CH2:42]([C:44]1([CH2:50][O:51][C:8]2[CH:7]=[CH:6][N:5]=[C:4]([CH2:20][S:21]([C:23]3[NH:27][C:26]4[CH:28]=[CH:29][CH:30]=[CH:31][C:25]=4[N:24]=3)=[O:22])[C:3]=2[CH3:2])[O:49][CH2:48][CH2:47][CH2:46][O:45]1)[CH3:43] |f:0.1,4.5,^1:0,51|. Procedure: The same procedure as in the steps (3c) to (3h) of Example 3 was repeated using 4-chloro-2,3-dimethylpyridine 1-oxide and (2-ethyl-1,3-dioxan-2-yl)methanol to obtain the title compound (305 mg, 6 steps: 9.6%) as a solid. Procedure details: N,N′-Di-n-butyl L-tartaramide was prepared by the reaction of n-butyl amine with diethyl L-tartrate. Diethyl L-tartrate (20.010 g, 1.0 eq) and HPLC grade methanol (40 mL) were weighed into a 250 mL round-bottomed flask equipped with a teflon coated magnetic stir bar. n-Butyl amine (14.906 g, 2.0 eq) was slowly poured into the stirring diethyl L-tartrate solution. Some fuming and a color change from water-white to pale yellow were observed. Additional methanol (10 mL) was used to rinse all of the... The reactants are C(CCC)N (n-butyl amine), C(=O)(OCC)[C@H](O)[C@@H](O)C(=O)OCC (diethyl L-tartrate), C(CCC)N (n-Butyl amine), C(=O)(OCC)[C@H](O)[C@@H](O)C(=O)OCC (diethyl L-tartrate), C(=O)(OCC)[C@H](O)[C@@H](O)C(=O)OCC (Diethyl L-tartrate), O (water). As a reaction SMILES: [CH2:1]([NH2:5])[CH2:2][CH2:3][CH3:4].[C:6]([C@@H:11]([C@H:13]([C:15]([O:17]CC)=O)[OH:14])[OH:12])([O:8]CC)=O.O>CO>[CH2:1]([NH:5][C:6](=[O:8])[C@@H:11]([C@H:13]([C:15]([NH:5][CH2:1][CH2:2][CH2:3][CH3:4])=[O:17])[OH:14])[OH:12])[CH2:2][CH2:3][CH3:4]. Reaction conditions: time 30 minute. Yield: 56.0%. Yields the product C(CCC)NC([C@H](O)[C@@H](O)C(=O)NCCCC)=O (N,N′-Di-n-butyl L-tartaramide). The solvent is CO (methanol), CO (methanol).